Dataset: the Open Reaction Database (ORD), a public repository of structured organic reaction records. Task: describe an organic reaction: reactants, conditions, products, and yield Starting materials: C(C)(=O)OCCOC=1C=NC(=NC1)C=1N(C(=CN1)[N+](=O)[O-])C (5-(2-acetoxyethoxy)-2-(5-nitro-1-methyl-2-imidazolyl)-pyrimidine), Cl (hydrochloric acid). Solvent: C(C)O (ethanol). Yields the product Cl.OCCOC=1C=NC(=NC1)C=1N(C(=CN1)[N+](=O)[O-])C (5-(2-Hydroxyethoxy)-2-(5-nitro-1-methyl2-imidazolyl)pyrimidine Hydrochloride). Reaction SMILES: C([O:4][CH2:5][CH2:6][O:7][C:8]1[CH:9]=[N:10][C:11]([C:14]2[N:15]([CH3:22])[C:16]([N+:19]([O-:21])=[O:20])=[CH:17][N:18]=2)=[N:12][CH:13]=1)(=O)C.[ClH:23]>C(O)C>[ClH:23].[OH:4][CH2:5][CH2:6][O:7][C:8]1[CH:13]=[N:12][C:11]([C:14]2[N:15]([CH3:22])[C:16]([N+:19]([O-:21])=[O:20])=[CH:17][N:18]=2)=[N:10][CH:9]=1 |f:3.4|. Reported procedure: 0.2 g. of 5-(2-acetoxyethoxy)-2-(5-nitro-1-methyl-2-imidazolyl)-pyrimidine is refluxed in 5 ml. of ethanol with 2.5 ml. of concentrated hydrochloric acid. After concentration under vacuum, the residue is recrystallized from ethyl acetate; m.p. 158°-160° C. Reactants: ClC(C(Cl)(Cl)Cl)(Cl)Cl (hexachloroethane), C(CCC)[Li] (n-butyllithium), C(C)(C)(C)N1N=CC(=C1)C(=O)O (tert-butyl-1H-pyrazole-4-carboxylic acid), C(C)(C)(C)N1N=CC(=C1)C(=O)O (1-tert-butyl-1H-pyrazole-4-carboxylic acid), C(CCC)[Li] (n-Butyllithium), O (water). Run in O1CCCC1 (tetrahydrofuran), O1CCCC1 (tetrahydrofuran). Conditions: temperature -15 celsius, time 30 minute. Product: C(C)(C)(C)N1N=CC(=C1Cl)C(=O)O (1-tert-butyl-5-chloro-1H-pyrazole-4-carboxylic acid). Yield: 87.6%. As a reaction SMILES: [C:1]([N:5]1[CH:9]=[C:8]([C:10]([OH:12])=[O:11])[CH:7]=[N:6]1)([CH3:4])([CH3:3])[CH3:2].C([Li])CCC.[Cl:18]C(Cl)(Cl)C(Cl)(Cl)Cl.O>O1CCCC1>[C:1]([N:5]1[C:9]([Cl:18])=[C:8]([C:10]([OH:12])=[O:11])[CH:7]=[N:6]1)([CH3:4])([CH3:2])[CH3:3]. Procedure: tert-butyl-1H-pyrazole-4-carboxylic acid (5 g, 29.73 mmol) was dissolved in tetrahydrofuran (50 ml) at room temp. In a separate flask was added n-butyllithium (2.5M solution in hexane, 29.73 ml, 74.33 mmol) and was cooled to −15° C. The 1-tert-butyl-1H-pyrazole-4-carboxylic acid solution was added dropwise to the n-Butyllithium solution, maintaining internal temperature below −10° C. The total addition time lasted 30 min. The resulting brownish suspension was stirred and maintained between −10° ... Reactants: ClC1=C(C=CC(=C1)Cl)C1=NC(=NC=C1N1C(C2=CC=CC=C2C1=O)=O)NCCNC1=NC=C(C=C1)[N+](=O)[O-] (2-[4-(2,4-dichlorophenyl)-2-({2-[(5-nitro(2-pyridyl))amino]ethyl}-amino)pyrimidin-5-yl]isoindoline-1,3-dione), NN (hydrazine). Run in C(C)O (ethanol). Yields the product NC=1C(=NC(=NC1)NCCNC1=NC=C(C=C1)[N+](=O)[O-])C1=C(C=C(C=C1)Cl)Cl ([5-amino-4-(2,4-dichlorophenyl)pyrimidin-2-yl]{2-[(5-nitro(2-pyridyl))amino]ethyl}amine). As a reaction SMILES: [Cl:1][C:2]1[CH:7]=[C:6]([Cl:8])[CH:5]=[CH:4][C:3]=1[C:9]1[C:14]([N:15]2C(=O)C3C(=CC=CC=3)C2=O)=[CH:13][N:12]=[C:11]([NH:26][CH2:27][CH2:28][NH:29][C:30]2[CH:35]=[CH:34][C:33]([N+:36]([O-:38])=[O:37])=[CH:32][N:31]=2)[N:10]=1.NN>C(O)C>[NH2:15][C:14]1[C:9]([C:3]2[CH:4]=[CH:5][C:6]([Cl:8])=[CH:7][C:2]=2[Cl:1])=[N:10][C:11]([NH:26][CH2:27][CH2:28][NH:29][C:30]2[CH:35]=[CH:34][C:33]([N+:36]([O-:38])=[O:37])=[CH:32][N:31]=2)=[N:12][CH:13]=1. Procedure: 1 mmol of 2-[4-(2,4-dichlorophenyl)-2-({2-[(5-nitro(2-pyridyl))amino]ethyl}-amino)pyrimidin-5-yl]isoindoline-1,3-dione and 20 mmol of hydrazine were stirred in ethanol at 75° C. for two hours and then purified by column chromatography eluting with 5-10% methanol/methylene chloride to obtain [5-amino-4-(2,4-dichlorophenyl)pyrimidin-2-yl]{2-[(5-nitro(2-pyridyl))amino]ethyl}amine. Reactants: COc1cc(Br)ccc1C#N, O=C([O-])[O-], [Cs+], [Cs+], CC1NC(=O)C(F)(F)C1O, O=C(C=Cc1ccccc1)C=Cc1ccccc1, O=C(C=Cc1ccccc1)C=Cc1ccccc1, O=C(C=Cc1ccccc1)C=Cc1ccccc1, [Pd], [Pd], CC1(C)c2cccc(P(c3ccccc3)c3ccccc3)c2Oc2c(P(c3ccccc3)c3ccccc3)cccc21. The product is COc1cc(N2C(=O)C(F)(F)C(O)C2C)ccc1C#N. RXN SMILES: [Br:1][c:2]1[cH:3][c:4]([O:10][CH3:11])[c:5]([C:6]#[N:7])[cH:8][cH:9]1.[C:64](=[O:65])([O-:66])[O-:67].[Cs+:68].[Cs+:69].[F:12][C:13]1([F:21])[C:14](=[O:20])[NH:15][CH:16]([CH3:19])[CH:17]1[OH:18].[O:108]=[C:109]([CH:110]=[CH:111][c:112]1[cH:113][cH:114][cH:115][cH:116][cH:117]1)[CH:118]=[CH:119][c:120]1[cH:121][cH:122][cH:123][cH:124][cH:125]1.[O:72]=[C:73]([CH:74]=[CH:75][c:76]1[cH:77][cH:78][cH:79][cH:80][cH:81]1)[CH:82]=[CH:83][c:84]1[cH:85][cH:86][cH:87][cH:88][cH:89]1.[O:90]=[C:91]([CH:92]=[CH:93][c:94]1[cH:95][cH:96][cH:97][cH:98][cH:99]1)[CH:100]=[CH:101][c:102]1[cH:103][cH:104][cH:105][cH:106][cH:107]1.[Pd:70].[Pd:71].[c:22]1([P:23]([c:24]2[cH:25][cH:26][cH:27][cH:28][cH:29]2)[c:30]2[c:31]3[c:55]([cH:56][cH:57][cH:58]2)[C:52]([CH3:53])([CH3:54])[c:34]2[c:33]([c:38]([P:39]([c:40]4[cH:41][cH:42][cH:43][cH:44][cH:45]4)[c:46]4[cH:47][cH:48][cH:49][cH:50][cH:51]4)[cH:37][cH:36][cH:35]2)[O:32]3)[cH:59][cH:60][cH:61][cH:62][cH:63]1>>[c:2]1([N:15]2[C:14](=[O:20])[C:13]([F:12])([F:21])[CH:17]([OH:18])[CH:16]2[CH3:19])[cH:3][c:4]([O:10][CH3:11])[c:5]([C:6]#[N:7])[cH:8][cH:9]1. Starting materials: stainless steel, FC=1C=C2C(C(=CN(C2=C(C1N1CCNCC1)F)C1=CC=C(C=C1)O)C(=O)O)=O (6,8-Difluoro-1-(4-hydroxyphenyl)-7-(1-piperazinyl)-1,4-dihydro-4-oxoquinoline-3-carboxylic acid), CI (methyl iodide). Solvent: CN(C)C=O (DMF), CN(C)C=O (DMF). Product: FC=1C=C2C(C(=CN(C2=C(C1N1CCN(CC1)C)F)C1=CC=C(C=C1)O)C(=O)O)=O (6,8-difluoro-1-(4-hydroxyphenyl)-7-(4-methyl-1-piperazinyl)-1,4-dihydro-4-oxoquinoline-3-carboxylic acid). Yield: 39.3%. As a reaction SMILES: [F:1][C:2]1[CH:3]=[C:4]2[C:9](=[C:10]([F:18])[C:11]=1[N:12]1[CH2:17][CH2:16][NH:15][CH2:14][CH2:13]1)[N:8]([C:19]1[CH:24]=[CH:23][C:22]([OH:25])=[CH:21][CH:20]=1)[CH:7]=[C:6]([C:26]([OH:28])=[O:27])[C:5]2=[O:29].[CH3:30]I>CN(C=O)C>[F:1][C:2]1[CH:3]=[C:4]2[C:9](=[C:10]([F:18])[C:11]=1[N:12]1[CH2:17][CH2:16][N:15]([CH3:30])[CH2:14][CH2:13]1)[N:8]([C:19]1[CH:20]=[CH:21][C:22]([OH:25])=[CH:23][CH:24]=1)[CH:7]=[C:6]([C:26]([OH:28])=[O:27])[C:5]2=[O:29]. Procedure details: To a solution of 6,8-Difluoro-1-(4-hydroxyphenyl)-7-(1-piperazinyl)-1,4-dihydro-4-oxoquinoline-3-carboxylic acid (4.18 g) in DMF (29 ml) is added a solution of methyl iodide (7.7 g) in DMF (20 ml). The mixture is heated in a stainless steel autoclave on an oil bath at 110°-120° C. for 5 hours. DMF is distilled off under reduced pressure, and to the residue is added 10% aqueous sodium hydroxide to regulate pH 13. The insoluble substance is filtered off, and the remaining mixture is regulated to p... The reactants are C(C)O (ethanol), C([O-])([O-])=O.[K+].[K+] (potassium carbonate), BrC=1C=CC2=C(C=C(CCN2)C(=O)OC)C1 (methyl 7-bromo-2,3-dihydro-1-benzazepine-4-carboxylate), B(OC1=CC=C(C=C1)OCCOCCCC)([O-])[O-] (4-butoxyethoxyphenyl borate). The reagents and catalysts are C=1C=CC(=CC1)[P](C=2C=CC=CC2)(C=3C=CC=CC3)[Pd]([P](C=4C=CC=CC4)(C=5C=CC=CC5)C=6C=CC=CC6)([P](C=7C=CC=CC7)(C=8C=CC=CC8)C=9C=CC=CC9)[P](C=1C=CC=CC1)(C=1C=CC=CC1)C=1C=CC=CC1 (tetrakistriphenylphosphinepalladium). The solvent is C1(=CC=CC=C1)C (toluene), O (water). Run at temperature 100 celsius, time 30 minute. Yields the product C(CCC)OCCOC1=CC=C(C=C1)C=1C=CC2=C(C=C(CCN2)C(=O)OC)C1 (methyl 7-(4-butoxyethoxyphenyl)-2,3-dihydro-1-benzazepine-4-carboxylate). The yield is 81.3%. RXN SMILES: C(O)C.Br[C:5]1[CH:6]=[CH:7][C:8]2[NH:14][CH2:13][CH2:12][C:11]([C:15]([O:17][CH3:18])=[O:16])=[CH:10][C:9]=2[CH:19]=1.B([O-])([O-])O[C:22]1[CH:27]=[CH:26][C:25]([O:28][CH2:29][CH2:30][O:31][CH2:32][CH2:33][CH2:34][CH3:35])=[CH:24][CH:23]=1.C(=O)([O-])[O-].[K+].[K+]>C1(C)C=CC=CC=1.C1C=CC([P]([Pd]([P](C2C=CC=CC=2)(C2C=CC=CC=2)C2C=CC=CC=2)([P](C2C=CC=CC=2)(C2C=CC=CC=2)C2C=CC=CC=2)[P](C2C=CC=CC=2)(C2C=CC=CC=2)C2C=CC=CC=2)(C2C=CC=CC=2)C2C=CC=CC=2)=CC=1.O>[CH2:32]([O:31][CH2:30][CH2:29][O:28][C:25]1[CH:24]=[CH:23][C:22]([C:5]2[CH:6]=[CH:7][C:8]3[NH:14][CH2:13][CH2:12][C:11]([C:15]([O:17][CH3:18])=[O:16])=[CH:10][C:9]=3[CH:19]=2)=[CH:27][CH:26]=1)[CH2:33][CH2:34][CH3:35] |f:3.4.5,^1:54,56,75,94|. Procedure details: In toluene (200 ml) and ethanol (35 ml) were suspended methyl 7-bromo-2,3-dihydro-1-benzazepine-4-carboxylate (5.0 g), 4-butoxyethoxyphenyl borate (4.6 g) and 1M potassium carbonate solution (35 ml), and the mixture was stirred for 30 minutes under argon atmosphere. Then, to the mixture was added tetrakistriphenylphosphinepalladium (1 g), and the mixture was heated at 100° C. overnight under argon atmosphere. After allowing to cool, to the mixture was added water, and the mixture was extracted w... Reactants: O=C(O)C1CC(O)(Cc2ccco2)CN1C(=O)OCc1ccccc1, CC(=O)SCC(=O)N1CC(O)(Cc2ccco2)CC1C(=O)O. Product: O=C(O)C1CC(O)(Cc2ccco2)CN1. Reaction SMILES: [C:1]([O:2][CH2:3][c:4]1[cH:5][cH:6][cH:7][cH:8][cH:9]1)(=[O:10])[N:11]1[CH:12]([C:13](=[O:14])[OH:15])[CH2:16][C:17]([OH:19])([CH2:20][c:21]2[o:22][cH:23][cH:24][cH:25]2)[CH2:18]1.[C:26]([S:27][CH2:28][C:29]([N:30]1[CH2:31][C:32]([CH2:33][c:34]2[o:35][cH:36][cH:37][cH:38]2)([OH:39])[CH2:40][CH:41]1[C:42]([OH:43])=[O:44])=[O:45])(=[O:46])[CH3:47]>>[NH:11]1[CH:12]([C:13](=[O:14])[OH:15])[CH2:16][C:17]([OH:19])([CH2:20][c:21]2[o:22][cH:23][cH:24][cH:25]2)[CH2:18]1.